Dataset: the Open Reaction Database (ORD), a public repository of structured organic reaction records. Task: describe an organic reaction: reactants, conditions, products, and yield Starting materials: CSC.B (Borane dimethylsulfide), (R)-(+)-Methyl-CBS-oxazaborolidine, BrC1=CC=C(C=C1)C(CCl)=O (1-(4-Bromo-phenyl)-2-chloro-ethanone). Solvent: C1(=CC=CC=C1)C (toluene), C1(=CC=CC=C1)C (toluene), CC1CCCO1 (2-MeTHF), CC1CCCO1 (2-MeTHF). Run at temperature 45 celsius, time 1 hour. Product: BrC1=CC=C(C=C1)[C@H](CCl)O ((R)-1-(4-Bromo-phenyl)-2-chloro-ethanol). As a reaction SMILES: CSC.B.[Br:5][C:6]1[CH:11]=[CH:10][C:9]([C:12](=[O:15])[CH2:13][Cl:14])=[CH:8][CH:7]=1>C1(C)C=CC=CC=1.CC1OCCC1>[Br:5][C:6]1[CH:7]=[CH:8][C:9]([C@@H:12]([OH:15])[CH2:13][Cl:14])=[CH:10][CH:11]=1 |f:0.1|. Reported procedure: Borane dimethylsulfide (2.0 kg, 24.8 moles, 94% w/w) was mixed in toluene (8 L) at tjacket=20° C. (R)-(+)-Methyl-CBS-oxazaborolidine (2.6 kg, 2.74 moles, 1M) as a toluene solution was added. The charging vessel was rinsed with toluene (0.5 L) and tjacket was set to 45° C. 1-(4-Bromo-phenyl)-2-chloro-ethanone (7.84 kg, 33.6 moles), which is commercially available from Jiangyan Keyan Fine Chemical Co. Ltd, was dissolved in 2-MeTHF (75 L) in a separate vessel and when tinner was above 40° C. in the... Starting materials: ClC(Cl)Cl, CN(C)S(=O)(=O)c1ccc2c(c1)CC(Cl)c1ccccc1S2, O=C1OCCN1CCN1CCNCC1. Yields the product CN(C)S(=O)(=O)c1ccc2c(c1)CC(N1CCN(CCN3CCOC3=O)CC1)c1ccccc1S2. RXN SMILES: [CH:37]([Cl:38])([Cl:39])[Cl:40].[Cl:1][CH:2]1[CH2:3][c:4]2[c:5]([cH:13][cH:14][c:15]([S:17]([N:18]([CH3:19])[CH3:20])(=[O:21])=[O:22])[cH:16]2)[S:6][c:7]2[c:8]1[cH:9][cH:10][cH:11][cH:12]2.[N:23]1([CH2:29][CH2:30][N:31]2[C:32](=[O:36])[O:33][CH2:34][CH2:35]2)[CH2:24][CH2:25][NH:26][CH2:27][CH2:28]1>>[CH:2]1([N:26]2[CH2:25][CH2:24][N:23]([CH2:29][CH2:30][N:31]3[C:32](=[O:36])[O:33][CH2:34][CH2:35]3)[CH2:28][CH2:27]2)[CH2:3][c:4]2[c:5]([cH:13][cH:14][c:15]([S:17]([N:18]([CH3:19])[CH3:20])(=[O:21])=[O:22])[cH:16]2)[S:6][c:7]2[c:8]1[cH:9][cH:10][cH:11][cH:12]2. Reactants: C(C)(=O)OCC (ethyl acetate), C1(=CC=C(C=C1)S(=O)(=O)[O-])C.[NH+]1=CC=CC=C1 (Pyridinium p-toluenesulfonate), C(C)(=O)OC\1C(CCC(CC(=O)OC(C(/C=C1)C)\C(=C\C=C\C(CC1C(C(C(CC)O)C)O1)C)\C)O[Si](C)(C)C(C)(C)C)(C)O ((8E,12E,14E)-7-acetoxy-3-(t-butyldimethylsiloxy)-6,21-dihydroxy-6,10,12,16,20-pentamethyl-18,19-epoxytricosa-8,12,14-trien-11-olide), C(=C)OCC (ethyl vinyl ether). The solvent is C(Cl)Cl (methylene chloride). Run at time 18 hour. Product: C(C)(=O)OC\1C(CCC(CC(=O)OC(C(/C=C1)C)\C(=C\C=C\C(CC1C(C(C(CC)OC(C)OCC)C)O1)C)\C)O[Si](C)(C)C(C)(C)C)(C)OC(C)OCC ((8E,12E,14E)-7-Acetoxy-6,21-bis(1-ethoxyethoxy)-3-(t-butyldimethylsiloxy)-6,10,12,16,20-pentamethyl-18,19-epoxytricosa-8,12,14-trien-11-olide). Isolated yield 66.0%. Reaction SMILES: C1(C)C=CC(S([O-])(=O)=O)=CC=1.[NH+]1C=CC=CC=1.[C:18]([O:21][CH:22]1[C:23]([OH:62])([CH3:61])[CH2:24][CH2:25][CH:26]([O:53][Si:54]([C:57]([CH3:60])([CH3:59])[CH3:58])([CH3:56])[CH3:55])[CH2:27][C:28]([O:30][CH:31](/[C:36](/[CH3:52])=[CH:37]/[CH:38]=[CH:39]/[CH:40]([CH3:51])[CH2:41][CH:42]2[O:50][CH:43]2[CH:44]([CH3:49])[CH:45]([OH:48])[CH2:46][CH3:47])[CH:32]([CH3:35])[CH:33]=[CH:34]1)=[O:29])(=[O:20])[CH3:19].[CH:63]([O:65][CH2:66][CH3:67])=[CH2:64].[C:68]([O:71][CH2:72][CH3:73])(=O)[CH3:69]>C(Cl)Cl>[C:18]([O:21][CH:22]1[C:23]([O:62][CH:68]([O:71][CH2:72][CH3:73])[CH3:69])([CH3:61])[CH2:24][CH2:25][CH:26]([O:53][Si:54]([C:57]([CH3:58])([CH3:60])[CH3:59])([CH3:56])[CH3:55])[CH2:27][C:28]([O:30][CH:31](/[C:36](/[CH3:52])=[CH:37]/[CH:38]=[CH:39]/[CH:40]([CH3:51])[CH2:41][CH:42]2[O:50][CH:43]2[CH:44]([CH3:49])[CH:45]([O:48][CH:63]([O:65][CH2:66][CH3:67])[CH3:64])[CH2:46][CH3:47])[CH:32]([CH3:35])[CH:33]=[CH:34]1)=[O:29])(=[O:20])[CH3:19] |f:0.1|. Procedure details: Pyridinium p-toluenesulfonate (1.8 mg, 7 μmol) was added to a solution of (8E,12E,14E)-7-acetoxy-3-(t-butyldimethylsiloxy)-6,21-dihydroxy-6,10,12,16,20-pentamethyl-18,19-epoxytricosa-8,12,14-trien-11-olide (44 mg, 67 μmol) obtained in Example B10 and ethyl vinyl ether (98 mg, 1.35 mmol) in methylene chloride (3 mL), and the mixture was stirred at room temperature for 18 hours. The reaction solution was diluted with ethyl acetate, washed with distilled water and brine, dried over anhydrous magnes... Starting materials: CB1OB(OB(O1)C)C (trimethylboroxine), 1,1-bis(diphenylphosphino)ferrocenepalladium(II)dichloride, ClCCl (dichloromethane), C([O-])([O-])=O.[K+].[K+] (potassium carbonate), COC1=C(CN(S(=O)(=O)C2=CC(=C(C=C2)OC2=C(C=C(C=C2)C(F)(F)F)C2=CN=NC=C2)I)C2=NC=NS2)C=CC(=C1)OC (N-(2,4-dimethoxybenzyl)-3-iodo-4-[2-pyridazin-4-yl-4-(trifluoromethyl)phenoxy]-N-1,2,4-thiadiazol-5-ylbenzenesulfonamide), CC1OCCC1 (2-methyltetrahydrofuran). Conditions: temperature 80 celsius. Product: CC=1C=C(C=CC1OC1=C(C=C(C=C1)C(F)(F)F)C1=CN=NC=C1)S(=O)(=O)NC1=NC=NS1 (3-Methyl-4-[2-pyridazin-4-yl-4-(trifluoromethyl)phenoxy]-N-1,2,4-thiadiazol-5-ylbenzenesulfonamide). As a reaction SMILES: CB1OB(C)OB(C)O1.ClCCl.[C:13](=O)([O-])[O-].[K+].[K+].COC1C=C(OC)C=CC=1C[N:24]([C:52]1[S:56][N:55]=[CH:54][N:53]=1)[S:25]([C:28]1[CH:33]=[CH:32][C:31]([O:34][C:35]2[CH:40]=[CH:39][C:38]([C:41]([F:44])([F:43])[F:42])=[CH:37][C:36]=2[C:45]2[CH:50]=[CH:49][N:48]=[N:47][CH:46]=2)=[C:30](I)[CH:29]=1)(=[O:27])=[O:26].CC1CCCO1>>[CH3:13][C:30]1[CH:29]=[C:28]([S:25]([NH:24][C:52]2[S:56][N:55]=[CH:54][N:53]=2)(=[O:27])=[O:26])[CH:33]=[CH:32][C:31]=1[O:34][C:35]1[CH:40]=[CH:39][C:38]([C:41]([F:43])([F:42])[F:44])=[CH:37][C:36]=1[C:45]1[CH:50]=[CH:49][N:48]=[N:47][CH:46]=1 |f:2.3.4|. Procedure details: A Reactivial™ containing trimethylboroxine (798 mg, 6.36 mmol), 1,1-bis(diphenylphosphino)ferrocenepalladium(II)dichloride, complex with dichloromethane (26 mg, 0.03 mmol), potassium carbonate (88 mg, 0.64 mmol), N-(2,4-dimethoxybenzyl)-3-iodo-4-[2-pyridazin-4-yl-4-(trifluoromethyl)phenoxy]-N-1,2,4-thiadiazol-5-ylbenzenesulfonamide (Preparation 38, 240 mg, 0.32 mmol) and 2-methyltetrahydrofuran (5 mL) was sparged with nitrogen and heated to 80° C. for 24 hours. The reaction mixture was cooled an... The reactants are NC(Cc1ccccc1)C(=O)O, O=[N+]([O-])O, O=S(=O)(O)O. Product: NC(Cc1ccc([N+](=O)[O-])cc1)C(=O)O. Reaction SMILES: [NH2:1][CH:2]([CH2:3][c:4]1[cH:5][cH:6][cH:7][cH:8][cH:9]1)[C:10]([OH:11])=[O:12].[OH:13][N+:14]([O-:15])=[O:16].[S:17](=[O:18])(=[O:19])([OH:20])[OH:21]>>[NH2:1][CH:2]([CH2:3][c:4]1[cH:5][cH:6][c:7]([N+:14](=[O:13])[O-:15])[cH:8][cH:9]1)[C:10]([OH:11])=[O:12]. Starting materials: [BH4-], COc1ccc(C(=O)CN2CCN(c3cccccc3=O)CC2)cc1OC, CO, ClC(Cl)Cl, [Na+]. Yields the product COc1ccc(C(O)CN2CCN(c3cccccc3=O)CC2)cc1OC. RXN SMILES: [BH4-:28].[CH3:1][O:2][c:3]1[cH:4][c:5]([C:11]([CH2:12][N:13]2[CH2:14][CH2:15][N:16]([c:19]3[c:20](=[O:26])[cH:21][cH:22][cH:23][cH:24][cH:25]3)[CH2:17][CH2:18]2)=[O:27])[cH:6][cH:7][c:8]1[O:9][CH3:10].[CH3:30][OH:31].[CH:32]([Cl:33])([Cl:34])[Cl:35].[Na+:29]>>[CH3:1][O:2][c:3]1[cH:4][c:5]([CH:11]([CH2:12][N:13]2[CH2:14][CH2:15][N:16]([c:19]3[c:20](=[O:26])[cH:21][cH:22][cH:23][cH:24][cH:25]3)[CH2:17][CH2:18]2)[OH:27])[cH:6][cH:7][c:8]1[O:9][CH3:10].